Dataset: the Open Reaction Database (ORD), a public repository of structured organic reaction records. Task: describe an organic reaction: reactants, conditions, products, and yield The reactants are C(C)C1=C(C(=O)C2=C(C(=O)O)C=CC=C2)C=CC(=C1)CC (2-(2,4-diethylbenzoyl)benzoic acid), C1(=CC=CC=C1)C (toluene), CNN (methyl hydrazine), C1(=CC=CC=C1)C (toluene), CNN (methyl hydrazine). Solvent: O (water), O (water). Product: CN1C(C2=CC=CC=C2C(=N1)C1=C(C=C(C=C1)CC)CC)=O (2-methyl-4-(2,4-diethylphenyl)-1-(2H)-phthalazinone). Yield: 55.9%. As a reaction SMILES: [CH2:1]([C:3]1[CH:19]=[C:18]([CH2:20][CH3:21])[CH:17]=[CH:16][C:4]=1[C:5]([C:7]1[CH:15]=[CH:14][CH:13]=[CH:12][C:8]=1[C:9](O)=[O:10])=O)[CH3:2].C1(C)C=CC=CC=1.[CH3:29][NH:30][NH2:31]>O>[CH3:29][N:30]1[N:31]=[C:5]([C:4]2[CH:16]=[CH:17][C:18]([CH2:20][CH3:21])=[CH:19][C:3]=2[CH2:1][CH3:2])[C:7]2[C:8](=[CH:12][CH:13]=[CH:14][CH:15]=2)[C:9]1=[O:10]. Procedure details: A mixture of 2-(2,4-diethylbenzoyl)benzoic acid (40 g, 0.14 mol), toluene (120 mL) and methyl hydrazine (7.5 mL) were refluxed for 3 hours with removal of water via a Dean Stark trap. Additional toluene (100 mL) and methyl hydrazine (4.0 mL) were added and the mixture was refluxed until 2.8 mL of water was collected. The mixture was cooled, extracted with CH2Cl2 /2N NaOH, then 1N HCl and the organic layer was separated, dried over Na2SO4 and concentrated in vacuo. The residue was crystallized fr...